From a dataset of the Open Reaction Database (ORD), a public repository of structured organic reaction records. describe an organic reaction: reactants, conditions, products, and yield Reaction SMILES: [CH3:32][N:33]([CH3:34])[CH:35]=[O:36].[CH3:37][C:38]#[N:39].[NH2:1][CH:2]1[CH:3]([OH:16])[C:4]([CH3:14])([CH3:15])[O:5][c:6]2[c:7]1[cH:8][c:9]([C:12]#[N:13])[cH:10][cH:11]2.[nH:17]1[n:18][n:19][n:20][c:21]1-[c:22]1[cH:23][c:24]([NH:28][C:29]([OH:30])=[O:31])[cH:25][cH:26][cH:27]1>>[NH:1]([CH:2]1[CH:3]([OH:16])[C:4]([CH3:14])([CH3:15])[O:5][c:6]2[c:7]1[cH:8][c:9]([C:12]#[N:13])[cH:10][cH:11]2)[C:29]([NH:28][c:24]1[cH:23][c:22](-[c:21]2[nH:17][n:18][n:19][n:20]2)[cH:27][cH:26][cH:25]1)=[O:30]. Starting materials: CN(C)C=O, CC#N, CC1(C)Oc2ccc(C#N)cc2C(N)C1O, O=C(O)Nc1cccc(-c2nnn[nH]2)c1. The product is CC1(C)Oc2ccc(C#N)cc2C(NC(=O)Nc2cccc(-c3nnn[nH]3)c2)C1O. Reactants: CCCC[N+](CCCC)(CCCC)CCCC, ClCCl, CC(C)(C)OC(=O)N(C(=O)OC(C)(C)C)c1ncc(C#C[Si](C)(C)C)cc1-c1nnnn1-c1cccc(F)c1F, [F-], O. Product: C#Cc1cnc(N(C(=O)OC(C)(C)C)C(=O)OC(C)(C)C)c(-c2nnnn2-c2cccc(F)c2F)c1. Reaction SMILES: [CH2:43]([N+:44]([CH2:45][CH2:46][CH2:47][CH3:48])([CH2:49][CH2:50][CH2:51][CH3:52])[CH2:53][CH2:54][CH2:55][CH3:56])[CH2:57][CH2:58][CH3:59].[CH2:60]([Cl:61])[Cl:62].[CH3:1][C:2]([CH3:3])([O:4][C:5](=[O:6])[N:7]([c:8]1[n:9][cH:10][c:11]([C:27]#[C:28][Si:29]([CH3:30])([CH3:31])[CH3:32])[cH:12][c:13]1-[c:14]1[n:15][n:16][n:17][n:18]1-[c:19]1[c:20]([F:26])[c:21]([F:25])[cH:22][cH:23][cH:24]1)[C:33](=[O:34])[O:35][C:36]([CH3:37])([CH3:38])[CH3:39])[CH3:40].[F-:42].[OH2:41]>>[CH3:1][C:2]([CH3:3])([O:4][C:5](=[O:6])[N:7]([c:8]1[n:9][cH:10][c:11]([C:27]#[CH:28])[cH:12][c:13]1-[c:14]1[n:15][n:16][n:17][n:18]1-[c:19]1[c:20]([F:26])[c:21]([F:25])[cH:22][cH:23][cH:24]1)[C:33](=[O:34])[O:35][C:36]([CH3:37])([CH3:38])[CH3:39])[CH3:40]. Starting materials: N#Cc1cc(B(O)O)ccc1F, CCC1(CC)OC(=O)N(C)c2ccc(N)cc21. The product is CCC1(CC)OC(=O)N(C)c2ccc(Nc3ccc(F)c(C#N)c3)cc21. Reaction SMILES: [C:18](#[N:19])[c:20]1[cH:21][c:22]([B:27]([OH:28])[OH:29])[cH:23][cH:24][c:25]1[F:26].[NH2:1][c:2]1[cH:3][cH:4][c:5]2[c:6]([cH:17]1)[C:7]([CH2:13][CH3:14])([CH2:15][CH3:16])[O:8][C:9](=[O:12])[N:10]2[CH3:11]>>[NH:1]([c:2]1[cH:3][cH:4][c:5]2[c:6]([cH:17]1)[C:7]([CH2:13][CH3:14])([CH2:15][CH3:16])[O:8][C:9](=[O:12])[N:10]2[CH3:11])[c:22]1[cH:21][c:20]([C:18]#[N:19])[c:25]([F:26])[cH:24][cH:23]1. Reactants: COC=1C=C(C=CC1)[C@@H]1[C@H](NC(O1)=O)C1=CC(=CC=C1)C#CC1=CC=CC=C1 ((+)-(4R,5R)-5-(3-methoxyphenyl)-4-(3-(phenylethynyl)phenyl)oxazolidin-2-one), BrC=1C=C(C(=NC1)F)[C@H]1NC(O[C@@H]1C1=CC(=CC=C1)F)=O ((4R,5R)-4-(5-bromo-2-fluoropyridin-3-yl)-5-(3-fluorophenyl)oxazolidin-2-one), C1(=CC=CC=C1)C#C (phenylacetylene). Yields the product FC1=NC=C(C=C1[C@H]1NC(O[C@@H]1C1=CC(=CC=C1)F)=O)C#CC1=CC=CC=C1 ((4R,5R)-4-(2-Fluoro-5-(phenylethynyl)pyridin-3-yl)-5-(3-fluorophenyl)oxazolidin-2-one). Reaction SMILES: CO[C:3]1[CH:4]=[C:5]([C@H:9]2OC(=O)N[C@@H:10]2C2C=CC=C(C#CC3C=CC=CC=3)C=2)[CH:6]=[CH:7][CH:8]=1.Br[C:30]1[CH:31]=[C:32]([C@@H:37]2[C@@H:41]([C:42]3[CH:47]=[CH:46][CH:45]=[C:44]([F:48])[CH:43]=3)[O:40][C:39](=[O:49])[NH:38]2)[C:33]([F:36])=[N:34][CH:35]=1.C1(C#C)C=CC=CC=1>>[F:36][C:33]1[C:32]([C@@H:37]2[C@@H:41]([C:42]3[CH:47]=[CH:46][CH:45]=[C:44]([F:48])[CH:43]=3)[O:40][C:39](=[O:49])[NH:38]2)=[CH:31][C:30]([C:10]#[C:9][C:5]2[CH:6]=[CH:7][CH:8]=[CH:3][CH:4]=2)=[CH:35][N:34]=1. Reported procedure: Prepared according to the same procedure as (+)-(4R,5R)-5-(3-methoxyphenyl)-4-(3-(phenylethynyl)phenyl)oxazolidin-2-one, starting with (4R,5R)-4-(5-bromo-2-fluoropyridin-3-yl)-5-(3-fluorophenyl)oxazolidin-2-one and phenylacetylene. 1H NMR (CDCl3) δ: 8.39 (d, J=0.9 Hz, 1H), 8.11 (dd, J=9.0, 2.0 Hz, 1H), 7.56 (dd, J=7.8, 1.7 Hz, 2H), 7.35-7.46 (m, 4H), 7.07-7.22 (m, 3H), 6.77 (s, 1H), 5.37 (d, J=5.2 Hz, 1H), 5.04 (d, J=5.2 Hz, 1H). 19F NMR (CDCl3) δ: −70.65 (d, J=13.0 Hz, 1F), −111.45 (br. s., 1F)... Reactants: C(C)(C)N(CC)C(C)C (Diisopropylethylamine), ClC1=NC(=CC(=N1)Cl)Cl (2,4,6-trichloropyrimidine), Cl.CN (methylamine hydrochloride). Run in C1CCOC1 (THF). Reaction conditions: time 3 day. Product: ClC1=NC(=CC(=N1)NCCC)Cl (2,6-Dichloro-4-n-propylaminopyrimidine). As a reaction SMILES: [Cl:1][C:2]1[N:7]=[C:6]([Cl:8])[CH:5]=[C:4](Cl)[N:3]=1.C(N([CH:16]([CH3:18])[CH3:17])CC)(C)C.Cl.C[NH2:21]>C1COCC1>[Cl:1][C:2]1[N:3]=[C:4]([NH:21][CH2:18][CH2:16][CH3:17])[CH:5]=[C:6]([Cl:8])[N:7]=1 |f:2.3|. Reported procedure: A mixture of 2,4,6-trichloropyrimidine (I, 11 g) in THF (160 ml) is cooled to -70°. Diisopropylethylamine (11 ml) is added, followed by the addition of a mixture of n-propylamine (II, 4.9 ml) in THY (15 ml). The mixture is allowed to stand for 3 days at 20°-25° and then is concentrated. The residue is partitioned between ethyl acetate and aqueous potassium bicarbonate. The organic extract is washed with water and saline, then dried and concentrated to give a solid. The solid is chromatographed o... Yields the product Cl.Cl.N1N=CC(=C1)C=1C=C2C(=CC=NC2=CC1)N1CCN(CC1)C1=CC(=CC=C1)C(F)(F)F (6-(1H-4-Pyrazolyl)-4-[4-(3-trifluoromethylphenyl)piperazin-1-yl]quinoline dihydrochloride). Reaction SMILES: [F:1][C:2]([F:50])([F:49])[C:3]1[CH:4]=[C:5]([N:9]2[CH2:14][CH2:13][N:12]([C:15]3[C:24]4[C:19](=[CH:20][CH:21]=[C:22]([C:25]5[CH:26]=[N:27][N:28](C(C6C=CC=CC=6)(C6C=CC=CC=6)C6C=CC=CC=6)[CH:29]=5)[CH:23]=4)[N:18]=[CH:17][CH:16]=3)[CH2:11][CH2:10]2)[CH:6]=[CH:7][CH:8]=1.[ClH:51]>>[ClH:51].[ClH:51].[NH:27]1[CH:26]=[C:25]([C:22]2[CH:23]=[C:24]3[C:19](=[CH:20][CH:21]=2)[N:18]=[CH:17][CH:16]=[C:15]3[N:12]2[CH2:11][CH2:10][N:9]([C:5]3[CH:6]=[CH:7][CH:8]=[C:3]([C:2]([F:1])([F:50])[F:49])[CH:4]=3)[CH2:14][CH2:13]2)[CH:29]=[N:28]1 |f:2.3.4|. Reactants: FC(C=1C=C(C=CC1)N1CCN(CC1)C1=CC=NC2=CC=C(C=C12)C=1C=NN(C1)C(C1=CC=CC=C1)(C1=CC=CC=C1)C1=CC=CC=C1)(F)F (4-[4-(3-trifluoromethylphenyl)piperazin-1-yl]-6-(1-trityl-1H-4-pyrazolyl) quinoline), Cl (hydrochloric acid). Procedure details: 104 mg 4-[4-(3-trifluoromethylphenyl)piperazin-1-yl]-6-(1-trityl-1H-4-pyrazolyl) quinoline obtained in Example 175 and 1.2 mL of 5 N hydrochloric acid were reacted in the same manner as in Example 163, to give 74 mg of the title compound as yellowish orange crystals. The reactants are O=C(n1ccnc1)n1ccnc1, NCCN1CCCC1, C1CCOC1, c1ccc(N2CCNCC2)cc1. Product: O=C(NCCN1CCCC1)N1CCN(c2ccccc2)CC1. Reaction SMILES: [C:1](=[O:2])([n:3]1[cH:4][cH:5][n:6][cH:7]1)[n:8]1[cH:9][cH:10][n:11][cH:12]1.[NH2:13][CH2:14][CH2:15][N:16]1[CH2:17][CH2:18][CH2:19][CH2:20]1.[O:33]1[CH2:34][CH2:35][CH2:36][CH2:37]1.[c:21]1([N:27]2[CH2:28][CH2:29][NH:30][CH2:31][CH2:32]2)[cH:22][cH:23][cH:24][cH:25][cH:26]1>>[C:1](=[O:2])([NH:13][CH2:14][CH2:15][N:16]1[CH2:17][CH2:18][CH2:19][CH2:20]1)[N:30]1[CH2:29][CH2:28][N:27]([c:21]2[cH:22][cH:23][cH:24][cH:25][cH:26]2)[CH2:32][CH2:31]1. Starting materials: C(C1=CC=CC=C1)C1=C(C=CC=C1)NC(CCCCCBr)=O (2-benzyl-1-(6-bromohexanoylamino)benzene), O(C1=CC=CC=C1)C1=CC=C(C=C1)C=1CCNCC1 (4-(4-phenoxyphenyl)-1,2,3,6-tetrahydropyridine). The product is C(C1=CC=CC=C1)C1=C(C=CC=C1)NC(CCCCCN1CCC(=CC1)C1=CC=C(C=C1)OC1=CC=CC=C1)=O (2-benzyl-1-[6-(4-(4-phenoxyphenyl)-1,2,3,6-tetrahydropyridine-1-yl)hexanoylamino]benzene). Reaction SMILES: [CH2:1]([C:8]1[CH:13]=[CH:12][CH:11]=[CH:10][C:9]=1[NH:14][C:15](=[O:22])[CH2:16][CH2:17][CH2:18][CH2:19][CH2:20]Br)[C:2]1[CH:7]=[CH:6][CH:5]=[CH:4][CH:3]=1.[O:23]([C:30]1[CH:35]=[CH:34][C:33]([C:36]2[CH2:37][CH2:38][NH:39][CH2:40][CH:41]=2)=[CH:32][CH:31]=1)[C:24]1[CH:29]=[CH:28][CH:27]=[CH:26][CH:25]=1>>[CH2:1]([C:8]1[CH:13]=[CH:12][CH:11]=[CH:10][C:9]=1[NH:14][C:15](=[O:22])[CH2:16][CH2:17][CH2:18][CH2:19][CH2:20][N:39]1[CH2:38][CH:37]=[C:36]([C:33]2[CH:34]=[CH:35][C:30]([O:23][C:24]3[CH:29]=[CH:28][CH:27]=[CH:26][CH:25]=3)=[CH:31][CH:32]=2)[CH2:41][CH2:40]1)[C:2]1[CH:7]=[CH:6][CH:5]=[CH:4][CH:3]=1. Procedure details: The compound (12) synthesized in Reference Example 12 and the compound (3) synthesized in Reference Example 3 were used to produce the above compound in the same way as Example 1.